This data is from the Open Reaction Database (ORD), a public repository of structured organic reaction records. The task is: describe an organic reaction: reactants, conditions, products, and yield RXN SMILES: [C:1](#[N:2])[c:3]1[cH:4][cH:5][c:6]([CH2:7][NH:8][C:9]([CH:10]([O:11][CH3:12])[c:13]2[c:14]([F:20])[cH:15][c:16]([OH:19])[cH:17][cH:18]2)=[O:21])[cH:22][cH:23]1.[C:28](=[O:29])([O-:30])[O-:31].[Cs+:32].[Cs+:33].[I:24][CH:25]([CH3:26])[CH3:27].[O:34]=[CH:35][N:36]([CH3:37])[CH3:38]>>[C:1](#[N:2])[c:3]1[cH:4][cH:5][c:6]([CH2:7][NH:8][C:9]([CH:10]([O:11][CH3:12])[c:13]2[c:14]([F:20])[cH:15][c:16]([O:19][CH:25]([CH3:26])[CH3:27])[cH:17][cH:18]2)=[O:21])[cH:22][cH:23]1. Reactants: COC(C(=O)NCc1ccc(C#N)cc1)c1ccc(O)cc1F, O=C([O-])[O-], [Cs+], [Cs+], CC(C)I, CN(C)C=O. The product is COC(C(=O)NCc1ccc(C#N)cc1)c1ccc(OC(C)C)cc1F.